From a dataset of the Open Reaction Database (ORD), a public repository of structured organic reaction records. describe an organic reaction: reactants, conditions, products, and yield Reactants: CS(C)=O, O=C([O-])CCl, N#CCc1ccc(Cl)c(Cl)c1, [NH2-], N, [Na+], [Na], [Na]. Yields the product N#CC(CC(=O)O)c1ccc(Cl)c(Cl)c1. RXN SMILES: [CH3:22][S:23](=[O:24])[CH3:25].[Cl:1][CH2:2][C:3](=[O:4])[O-:5].[Cl:7][c:8]1[cH:9][c:10]([CH2:15][C:16]#[N:17])[cH:11][cH:12][c:13]1[Cl:14].[NH2-:20].[NH3:18].[Na+:6].[Na:19].[Na:21]>>[CH2:2]([C:3](=[O:4])[OH:5])[CH:15]([c:10]1[cH:9][c:8]([Cl:7])[c:13]([Cl:14])[cH:12][cH:11]1)[C:16]#[N:17].